Dataset: the Open Reaction Database (ORD), a public repository of structured organic reaction records. Task: describe an organic reaction: reactants, conditions, products, and yield Starting materials: C(C)(=O)OC(C)=O (acetic anhydride), C(C)(=O)OC(C)=O (acetic anhydride), C(C)(C)(C)NS(=O)(=O)C1=C(C=CC=C1)C1=CC=C(C=N1)CN1N=C(C=C1CCC)C(=O)O (1-[6-(2-t-Butylsulfamoylphenyl)pyridin-3-ylmethyl]-5-propyl-1H-pyrazole-3-carboxylic acid), C(=O)(C(F)(F)F)O (TFA), C(Cl)Cl (DCM). Run in C(C)N(CC)CC (triethylamine), C(C)N(CC)CC (triethylamine), C1(=CC=CC=C1)C (toluene). Reaction conditions: temperature 40 celsius, time 1 hour. Yields the product C(C)(=O)NS(=O)(=O)C1=C(C=CC=C1)C1=CC=C(C=N1)CN1N=C(C=C1CCC)C(=O)O (1-[6-(2-Acetylsulfamoylphenyl)pyridin-3-ylmethyl]-5-propyl-1H-pyrazole-3-carboxylic Acid). Yield: 24.4%. As a reaction SMILES: [C:1]([NH:5][S:6]([C:9]1[CH:14]=[CH:13][CH:12]=[CH:11][C:10]=1[C:15]1[N:20]=[CH:19][C:18]([CH2:21][N:22]2[C:26]([CH2:27][CH2:28][CH3:29])=[CH:25][C:24]([C:30]([OH:32])=[O:31])=[N:23]2)=[CH:17][CH:16]=1)(=[O:8])=[O:7])([CH3:4])(C)C.C(O)(C(F)(F)F)=[O:34].C(Cl)Cl.C(OC(=O)C)(=O)C>C1(C)C=CC=CC=1.C(N(CC)CC)C>[C:1]([NH:5][S:6]([C:9]1[CH:14]=[CH:13][CH:12]=[CH:11][C:10]=1[C:15]1[N:20]=[CH:19][C:18]([CH2:21][N:22]2[C:26]([CH2:27][CH2:28][CH3:29])=[CH:25][C:24]([C:30]([OH:32])=[O:31])=[N:23]2)=[CH:17][CH:16]=1)(=[O:8])=[O:7])(=[O:34])[CH3:4]. Reported procedure: 1-[6-(2-t-Butylsulfamoylphenyl)pyridin-3-ylmethyl]-5-propyl-1H-pyrazole-3-carboxylic acid (480 mg, 1.0 mmol) was dissolved in TFA (2.8 mL, 36.8 mmol) and heated at 40° C. for 3 hours. The mixture was diluted with toluene and concentrated (azeotrope×3). The residue was dissolved in DCM (5.53 mL, 86.2 mmol), then triethylamine (1.8 mL, 12.6 mmol) and acetic anhydride (992 μL, 10.5 mmol) were added. The resulting solution was stirred at room temperature for 1 hour. Additional triethylamine and acet... Starting materials: FC1=CC=C(C=C1)N1C(C(=CC=C1)C(=O)O)=O (1-(4-fluorophenyl)-2-oxo-1,2-dihydropyridine-3-carboxylic acid), FC=1C=C(C=CC1OC1=NC=NN2C1=C(C(=C2)OCCN2CCN(CC2)C)C)NC(=O)C=2C(N(C=CC2)C2=CC=C(C=C2)F)=O (N-(3-Fluoro-4-(5-methyl-6-(2-(4-methylpiperazin-1-yl)ethoxy)pyrrolo[2,1-f][1,2,4]triazin-4-yloxy)phenyl)-1-(4-fluorophenyl)-2-oxo-1,2-dihydropyridine-3-carboxamide), C(C(=O)Cl)(=O)Cl (oxalyl chloride). Reagents/catalysts: CN(C)C=O (DMF). Conditions: time 1 hour. The product is FC1=CC=C(C=C1)N1C(C(=CC=C1)C(=O)Cl)=O (1-(4-Fluorophenyl)-2-oxo-1,2-dihydropyridine-3-carbonyl chloride). The yield is 100.0%. RXN SMILES: [F:1][C:2]1[CH:7]=[CH:6][C:5]([N:8]2[CH:13]=[CH:12][CH:11]=[C:10]([C:14](O)=[O:15])[C:9]2=[O:17])=[CH:4][CH:3]=1.FC1C=C(NC(C2C(=O)N(C3C=CC(F)=CC=3)C=CC=2)=O)C=CC=1OC1C2=C(C)C(OCCN3CCN(C)CC3)=CN2N=CN=1.C(Cl)(=O)C([Cl:66])=O>CN(C=O)C>[F:1][C:2]1[CH:7]=[CH:6][C:5]([N:8]2[CH:13]=[CH:12][CH:11]=[C:10]([C:14]([Cl:66])=[O:15])[C:9]2=[O:17])=[CH:4][CH:3]=1. Procedure details: To a suspension of 1-(4-fluorophenyl)-2-oxo-1,2-dihydropyridine-3-carboxylic acid) (Compound J of Example 1) 475 mg, 2.04 mmol), was added oxalyl chloride (388 mg, 3 mmol), followed by one drop of DMF. The resulting mixture was stirred at rt for 1 h. The mixture was then concentrated in vacuo to afford the desired compound (500 mg, 100%) as a beige solid, which was used directly in the next step without further purification.